This data is from the Open Reaction Database (ORD), a public repository of structured organic reaction records. The task is: describe an organic reaction: reactants, conditions, products, and yield Product: S(=O)(=O)([O-])[O-].[Co+2] (cobalt sulfate), [OH-].[Na+] (sodium hydroxide), [O-2].[O-2].[O-2].[O-2].[Co+2].[Co+3].[Co+3] (tricobalt tetraoxide). Run at time 10 hour. Procedure: A cobalt sulfate solution (1 mol/L) and sodium hydroxide solution (5 mol/L) were prepared respectively. To the cobalt sulfate solution, citric acid was added. The resultant mixture and the sodium hydroxide solution were simultaneously added into a reactor by a cocurrent method, and allowed to react at 50° C. with pH value at 10.5. Hydrogen peroxide was charged uniformly as an oxidant, and the amount thereof was 1.3 times that needed for completely oxidizing the generated cobalt hydroxide. After ... Reactants: [OH-].[Co+2].[OH-] (cobalt hydroxide), resultant mixture, [OH-].[Na+] (sodium hydroxide), OO (Hydrogen peroxide), S(=O)(=O)([O-])[O-].[Co+2] (cobalt sulfate), C(CC(O)(C(=O)O)CC(=O)O)(=O)O (citric acid). As a reaction SMILES: [S:1]([O-:5])([O-:4])(=[O:3])=[O:2].[Co+2:6].C(O)(=O)CC(CC(O)=O)(C(O)=O)[OH:10].[OH-:20].[Na+:21].OO.[OH-].[Co+2].[OH-]>>[S:1]([O-:5])([O-:4])(=[O:3])=[O:2].[Co+2:6].[OH-:10].[Na+:21].[O-2:20].[O-2:2].[O-2:2].[O-2:2].[Co+2:6].[Co+3:6].[Co+3:6] |f:0.1,3.4,6.7.8,9.10,11.12,13.14.15.16.17.18.19|. Starting materials: ClCCl, CC(=O)Cl, CCN(C(C)C)C(C)C, NCCN(C(=O)c1cc2c(s1)-c1ccccc1OCC2)c1ccccc1Cl. Yields the product CC(=O)NCCN(C(=O)c1cc2c(s1)-c1ccccc1OCC2)c1ccccc1Cl. RXN SMILES: [CH2:41]([Cl:42])[Cl:43].[CH3:37][C:38]([Cl:39])=[O:40].[CH:28]([N:29]([CH2:30][CH3:31])[CH:32]([CH3:33])[CH3:34])([CH3:35])[CH3:36].[NH2:1][CH2:2][CH2:3][N:4]([C:5](=[O:6])[c:7]1[cH:8][c:9]2[c:10]([s:20]1)-[c:11]1[c:12]([cH:16][cH:17][cH:18][cH:19]1)[O:13][CH2:14][CH2:15]2)[c:21]1[c:22]([Cl:27])[cH:23][cH:24][cH:25][cH:26]1>>[NH:1]([CH2:2][CH2:3][N:4]([C:5](=[O:6])[c:7]1[cH:8][c:9]2[c:10]([s:20]1)-[c:11]1[c:12]([cH:16][cH:17][cH:18][cH:19]1)[O:13][CH2:14][CH2:15]2)[c:21]1[c:22]([Cl:27])[cH:23][cH:24][cH:25][cH:26]1)[C:38]([CH3:37])=[O:40]. Reactants: C[Si](N[Si](C)(C)C)(C)C.[K] (Potassium hexamethyldisilazane), solution, CO (Methanol), O (H2O), C[C@H](C=O)CC(C)NC(=O)OC(C)(C)C ((S)-2-methyl-4-(tert. butoxycarbonylamino) pentanal). Reagents/catalysts: [Br-].C(CCC)[P+](C1=CC=CC=C1)(C1=CC=CC=C1)C1=CC=CC=C1 (n-butyl triphenyl-phosphonium bromide). Run in C1CCOC1 (THF), C1CCOC1 (THF), C1(=CC=CC=C1)C (toluene). Conditions: time 30 minute. Yields the product CC(C)C[C@@H](C=CCCC)NC(=O)OC(C)(C)C ((S)-2-Methyl-4 -(tert. butoxycarbonylamino)-5-nonene). Isolated yield 173.5%. Reaction SMILES: C[Si](C)(C)N[Si](C)(C)C.[K].[CH3:11][C@@H:12]([CH2:15][CH:16]([NH:18][C:19]([O:21][C:22]([CH3:25])([CH3:24])[CH3:23])=[O:20])[CH3:17])[CH:13]=O.CO.O>C1COCC1.[Br-].C([P+](C1C=CC=CC=1)(C1C=CC=CC=1)C1C=CC=CC=1)CCC.C1(C)C=CC=CC=1>[CH3:11][CH:12]([CH2:15][C@H:16]([NH:18][C:19]([O:21][C:22]([CH3:25])([CH3:24])[CH3:23])=[O:20])[CH:17]=[CH:11][CH2:12][CH2:15][CH3:16])[CH3:13] |f:0.1,6.7,^1:9|. Procedure: Potassium hexamethyldisilazane (10.8 mL of a 1.85M solution in THF, 20 mmol) was added over 15 minutes to a stirred mixture of n-butyl triphenyl-phosphonium bromide (7.99 g., 20 mmol) and THF (75 mL) at 0°. After addition was complete, the mixture was stirred at 0° for 30 minutes and then a solution of (S)-2-methyl-4-(tert. butoxycarbonylamino) pentanal (2.04 g, 9.48 mmol) in toluene (10 mL) was added over 15 minutes. The reaction mixture was stirred at 0° for 30 minutes, 20°-25° for 30 minutes ... Starting materials: ClCCCCCCCCCCCC=CCCCCCCCCCCC=CCCCCCCCCCCC(=O)O (36-Chlorohexatriaconta-12,24-dienoic acid), [N-]=[N+]=[N-].[Na+] (sodium azide), O (water), C(C)(=O)OCC (ethyl acetate). Run in CN(C)C=O (DMF). Run at temperature 50 celsius. Product: N(=[N+]=[N-])CCCCCCCCCCCC=CCCCCCCCCCCC=CCCCCCCCCCCC(=O)O (36-Azidohexatriaconta-12,24-dienoic acid), solid. The yield is 95.0%. Reaction SMILES: Cl[CH2:2][CH2:3][CH2:4][CH2:5][CH2:6][CH2:7][CH2:8][CH2:9][CH2:10][CH2:11][CH2:12][CH:13]=[CH:14][CH2:15][CH2:16][CH2:17][CH2:18][CH2:19][CH2:20][CH2:21][CH2:22][CH2:23][CH2:24][CH:25]=[CH:26][CH2:27][CH2:28][CH2:29][CH2:30][CH2:31][CH2:32][CH2:33][CH2:34][CH2:35][CH2:36][C:37]([OH:39])=[O:38].[N-:40]=[N+:41]=[N-:42].[Na+].O.C(OCC)(=O)C>CN(C=O)C>[N:40]([CH2:2][CH2:3][CH2:4][CH2:5][CH2:6][CH2:7][CH2:8][CH2:9][CH2:10][CH2:11][CH2:12][CH:13]=[CH:14][CH2:15][CH2:16][CH2:17][CH2:18][CH2:19][CH2:20][CH2:21][CH2:22][CH2:23][CH2:24][CH:25]=[CH:26][CH2:27][CH2:28][CH2:29][CH2:30][CH2:31][CH2:32][CH2:33][CH2:34][CH2:35][CH2:36][C:37]([OH:39])=[O:38])=[N+:41]=[N-:42] |f:1.2|. Reported procedure: To E5 (1.528 g, 2.693 mmol) in anhydrous DMF (70 ml) was added sodium azide (1.226 g, 18.851 mmol) and the reaction heated for 5 days at 50° C. under argon. The solvent was reduced to almost dryness and the residues taken up into water (150 ml) and ethyl acetate (150 ml). The aqueous layer was further extracted with ethyl acetate (4×150 ml), the fractions combined, washed (2×150 ml water), dried (MgSO4) and the solvent removed to quantitatively yield the title compound as a pale yellow waxy soli...